Dataset: the Open Reaction Database (ORD), a public repository of structured organic reaction records. Task: describe an organic reaction: reactants, conditions, products, and yield Reactants: CO, ClC(Cl)Cl, O=c1[nH]c2ccccc2n1C1CCNCC1, c1ccccc1, O=C(c1cccs1)N1CC1. Yields the product O=C(NCCN1CCC(n2c(=O)[nH]c3ccccc32)CC1)c1cccs1. RXN SMILES: [CH3:33][OH:34].[Cl:35][CH:36]([Cl:37])[Cl:38].[NH:11]1[CH2:12][CH2:13][CH:14]([n:17]2[c:18](=[O:26])[nH:19][c:20]3[c:21]2[cH:22][cH:23][cH:24][cH:25]3)[CH2:15][CH2:16]1.[cH:27]1[cH:28][cH:29][cH:30][cH:31][cH:32]1.[s:1]1[c:2]([C:6](=[O:7])[N:8]2[CH2:9][CH2:10]2)[cH:3][cH:4][cH:5]1>>[s:1]1[c:2]([C:6](=[O:7])[NH:8][CH2:10][CH2:9][N:11]2[CH2:12][CH2:13][CH:14]([n:17]3[c:18](=[O:26])[nH:19][c:20]4[c:21]3[cH:22][cH:23][cH:24][cH:25]4)[CH2:15][CH2:16]2)[cH:3][cH:4][cH:5]1. Reactants: B, C1CCOC1, CSC, Cc1nc(NC(=O)c2c(F)cccc2F)sc1-c1cccc(C(F)(F)F)c1. Product: Cc1nc(NCc2c(F)cccc2F)sc1-c1cccc(C(F)(F)F)c1. Reaction SMILES: [BH3:31].[CH2:32]1[O:33][CH2:34][CH2:35][CH2:36]1.[CH3:28][S:29][CH3:30].[F:1][c:2]1[c:3]([C:4](=[O:5])[NH:6][c:7]2[s:8][c:9](-[c:13]3[cH:14][c:15]([C:19]([F:20])([F:21])[F:22])[cH:16][cH:17][cH:18]3)[c:10]([CH3:12])[n:11]2)[c:23]([F:27])[cH:24][cH:25][cH:26]1>>[F:1][c:2]1[c:3]([CH2:4][NH:6][c:7]2[s:8][c:9](-[c:13]3[cH:14][c:15]([C:19]([F:20])([F:21])[F:22])[cH:16][cH:17][cH:18]3)[c:10]([CH3:12])[n:11]2)[c:23]([F:27])[cH:24][cH:25][cH:26]1.